Dataset: the Open Reaction Database (ORD), a public repository of structured organic reaction records. Task: describe an organic reaction: reactants, conditions, products, and yield The reactants are CS(=O)(=O)C1=NC=CC(=C1)C1(CC1)NC(=O)C=1C=2C=NN(C2C=C(C1)Br)C1=CC=C(C=C1)F (6-bromo-1-(4-fluoro-phenyl)-1H-indazole-4-carboxylic acid [1-(2-methanesulfonyl-pyridin-4-yl)-cyclopropyl]-amide), CS(=O)(=O)C1=NC=CC(=C1)C1(CC1)NC(=O)C=1C=2C=NN(C2C=C(C1)I)C1=CC=C(C=C1)F (1-(4-fluoro-phenyl)-6-iodo-1H-indazole-4-carboxylic acid [1-(2-methanesulfonyl-pyridin-4-yl)-cyclopropyl]-amide). The product is CS(=O)(=O)C1=NC=CC(=C1)C1(CC1)NC(=O)C=1C=2C=NN(C2C=C(C1)S(=O)(=O)C)C1=CC=C(C=C1)F (1-(4-fluoro-phenyl)-6-methanesulfonyl-1H-indazole-4-carboxylic acid [1-(2-methanesulfonyl-pyridin-4-yl)-cyclopropyl]-amide). RXN SMILES: [CH3:1][S:2]([C:5]1[CH:10]=[C:9]([C:11]2([NH:14][C:15]([C:17]3[C:18]4[CH:19]=[N:20][N:21]([C:27]5[CH:32]=[CH:31][C:30]([F:33])=[CH:29][CH:28]=5)[C:22]=4[CH:23]=[C:24](Br)[CH:25]=3)=[O:16])[CH2:13][CH2:12]2)[CH:8]=[CH:7][N:6]=1)(=[O:4])=[O:3].[CH3:34][S:35](C1C=C(C2(NC(C3C4C=NN(C5C=CC(F)=CC=5)C=4C=C(I)C=3)=O)CC2)C=CN=1)(=[O:37])=[O:36]>>[CH3:1][S:2]([C:5]1[CH:10]=[C:9]([C:11]2([NH:14][C:15]([C:17]3[C:18]4[CH:19]=[N:20][N:21]([C:27]5[CH:32]=[CH:31][C:30]([F:33])=[CH:29][CH:28]=5)[C:22]=4[CH:23]=[C:24]([S:35]([CH3:34])(=[O:37])=[O:36])[CH:25]=3)=[O:16])[CH2:13][CH2:12]2)[CH:8]=[CH:7][N:6]=1)(=[O:4])=[O:3]. Reported procedure: The title compound is synthesized according to the coupling procedure described in Example 18 from a mixture of 6-bromo-1-(4-fluoro-phenyl)-1H-indazole-4-carboxylic acid [1-(2-methanesulfonyl-pyridin-4-yl)-cyclopropyl]-amide, and 1-(4-fluoro-phenyl)-6-iodo-1H-indazole-4-carboxylic acid [1-(2-methanesulfonyl-pyridin-4-yl)-cyclopropyl]-amide (100 mg). Starting materials: COCCOc1cc(C#N)cc(C(=O)OC)c1, [Li+], C1CCOC1, [OH-]. Yields the product COCCOc1cc(C#N)cc(C(=O)O)c1. Reaction SMILES: [C:1](#[N:2])[c:3]1[cH:4][c:5]([C:6](=[O:7])[O:8][CH3:9])[cH:10][c:11]([O:13][CH2:14][CH2:15][O:16][CH3:17])[cH:12]1.[Li+:18].[O:20]1[CH2:21][CH2:22][CH2:23][CH2:24]1.[OH-:19]>>[C:1](#[N:2])[c:3]1[cH:4][c:5]([C:6](=[O:7])[OH:8])[cH:10][c:11]([O:13][CH2:14][CH2:15][O:16][CH3:17])[cH:12]1.